This data is from the Open Reaction Database (ORD), a public repository of structured organic reaction records. The task is: describe an organic reaction: reactants, conditions, products, and yield Reactants: C1CCOC1, CC(=O)O, COC(=O)OC, [H-], [KH], [Na+], O=C1CCCCC1. Product: COC(=O)C1CCCCC1=O. As a reaction SMILES: [CH2:17]1[O:18][CH2:19][CH2:20][CH2:21]1.[CH3:22][C:23](=[O:24])[OH:25].[CH3:3][O:4][C:5](=[O:6])[O:7][CH3:8].[H-:1].[KH:16].[Na+:2].[O:9]=[C:10]1[CH2:11][CH2:12][CH2:13][CH2:14][CH2:15]1>>[C:5](=[O:6])([O:7][CH3:8])[CH:11]1[C:10](=[O:9])[CH2:15][CH2:14][CH2:13][CH2:12]1. Starting materials: N1C(=NC2=C1C=CC=C2)S(=O)(=O)N2C(CCCC2)C2=NOC(=N2)COC2=CC=C(C=C2)CO (4-(3-[1-(1H-benzo[d]imidazol-2-ylsulfonyl)-2-piperidyl]-1,2,4-oxadiazol-5-ylmethoxy)phenylmethanol), C[N+]1(CCOCC1)[O-] (N-methylmorpholine oxide). Reagents/catalysts: [Ru](=O)(=O)(=O)[O-].C(CC)[N+](CCC)(CCC)CCC (Tetrapropylammonium perruthenate). Solvent: C(C)#N.ClCCl (acetonitrile dichloromethane). Reaction conditions: time 1 hour. Yields the product N1C(=NC2=C1C=CC=C2)S(=O)(=O)N2C(CCCC2)C2=NOC(=N2)COC2=CC=C(C=O)C=C2 (4-(3-[1-(1H-benzo[d]imidazol-2-ylsulfonyl)-2-piperidyl]-1,2,4-oxadiazol-5-ylmethoxy)benzaldehyde). Yield: 89.4%. As a reaction SMILES: [NH:1]1[C:5]2[CH:6]=[CH:7][CH:8]=[CH:9][C:4]=2[N:3]=[C:2]1[S:10]([N:13]1[CH2:18][CH2:17][CH2:16][CH2:15][CH:14]1[C:19]1[N:23]=[C:22]([CH2:24][O:25][C:26]2[CH:31]=[CH:30][C:29]([CH2:32][OH:33])=[CH:28][CH:27]=2)[O:21][N:20]=1)(=[O:12])=[O:11].C[N+]1([O-])CCOCC1>[Ru]([O-])(=O)(=O)=O.C([N+](CCC)(CCC)CCC)CC.C(#N)C.ClCCl>[NH:1]1[C:5]2[CH:6]=[CH:7][CH:8]=[CH:9][C:4]=2[N:3]=[C:2]1[S:10]([N:13]1[CH2:18][CH2:17][CH2:16][CH2:15][CH:14]1[C:19]1[N:23]=[C:22]([CH2:24][O:25][C:26]2[CH:27]=[CH:28][C:29]([CH:32]=[O:33])=[CH:30][CH:31]=2)[O:21][N:20]=1)(=[O:12])=[O:11] |f:2.3,4.5|. Procedure: Tetrapropylammonium perruthenate (14.4 mg) was added to a stirred suspension of 4-(3-[1-(1H-benzo[d]imidazol-2-ylsulfonyl)-2-piperidyl]-1,2,4-oxadiazol-5-ylmethoxy)phenylmethanol (384 mg) [see Preparation 21], N-methylmorpholine oxide (166 mg) and 4 Å molecular sieves in 10% v/v acetonitrile/dichloromethane (4 ml). The reaction mixture was stirred for 1 hour after which time the solvent was removed under reduced pressure. The crude product was purified by column chromatography on silica gel elut... Solvent: C1CCOC1 (THF). Reaction conditions: time 12 hour. Isolated yield 55.1%. Reported procedure: A mixture of (S)-tert-butyl 2-amino-3,3-dimethylbutanoate hydrochloride (0.05 g, 0.223 mmol), (S)-2,5-dioxopyrrolidin-1-yl tetrahydrofuran-3-yl carbonate (0.056 g, 0.246 mmol) and Hunig's base (0.078 mL, 0.447 mmol) in THF (2.25 mL) was stirred at room temperature for 12 hours. The solvent was evaporated and the product was purified by chromatography on silica gel eluting with 0-15% ethyl acetate in dichloromethane to give the title compound (0.037 g, 55% yield). Starting materials: Cl.N[C@H](C(=O)OC(C)(C)C)C(C)(C)C ((S)-tert-butyl 2-amino-3,3-dimethylbutanoate hydrochloride), C(ON1C(CCC1=O)=O)(O[C@@H]1COCC1)=O ((S)-2,5-dioxopyrrolidin-1-yl tetrahydrofuran-3-yl carbonate), CCN(C(C)C)C(C)C (Hunig's base). As a reaction SMILES: Cl.[NH2:2][C@@H:3]([C:11]([CH3:14])([CH3:13])[CH3:12])[C:4]([O:6][C:7]([CH3:10])([CH3:9])[CH3:8])=[O:5].[C:15](=O)([O:24][C@H:25]1[CH2:29][CH2:28][O:27][CH2:26]1)[O:16]N1C(=O)CCC1=O.CCN(C(C)C)C(C)C>C1COCC1>[CH3:12][C:11]([CH3:14])([CH3:13])[C@H:3]([NH:2][C:15]([O:24][C@H:25]1[CH2:29][CH2:28][O:27][CH2:26]1)=[O:16])[C:4]([O:6][C:7]([CH3:8])([CH3:10])[CH3:9])=[O:5] |f:0.1|. Product: CC([C@@H](C(=O)OC(C)(C)C)NC(=O)O[C@@H]1COCC1)(C)C ((S)-tert-butyl 3,3-dimethyl-2-(((S)-tetrahydrofuran-3-yloxy)carbonylamino)butanoate). Starting materials: C1CCOC1, CCO, Cl, NN, O=[N+]([O-])c1cc(S(=O)(=O)N2CCOCC2)ccc1N1CCCNCC1, O. Yields the product Cl, Nc1cc(S(=O)(=O)N2CCOCC2)ccc1N1CCCNCC1. As a reaction SMILES: [CH2:33]1[O:34][CH2:35][CH2:36][CH2:37]1.[CH3:30][CH2:31][OH:32].[ClH:29].[NH2:27][NH2:28].[O:1]1[CH2:2][CH2:3][N:4]([S:7](=[O:8])(=[O:9])[c:10]2[cH:11][c:12]([N+:23]([O-:24])=[O:25])[c:13]([N:16]3[CH2:17][CH2:18][NH:19][CH2:20][CH2:21][CH2:22]3)[cH:14][cH:15]2)[CH2:5][CH2:6]1.[OH2:26]>>[ClH:29].[O:1]1[CH2:2][CH2:3][N:4]([S:7](=[O:8])(=[O:9])[c:10]2[cH:11][c:12]([NH2:23])[c:13]([N:16]3[CH2:17][CH2:18][NH:19][CH2:20][CH2:21][CH2:22]3)[cH:14][cH:15]2)[CH2:5][CH2:6]1. Reactants: NC1=NC(=NC=C1C#N)Cl (4-amino-2-chloropyrimidine-5-carbonitrile), N1C(=NC=C1)C=1C(=NC(=NC1)NCCNC1=NC=C(C=C1)C(F)(F)F)C1=CC=C(C=C1)C#N (4-{5-imidazolyl-2-[(2-{[5-(trifluoromethyl)(2-pyridyl)]amino}ethyl)amino]pyrimidin-4-yl}benzenecarbonitrile). The product is NC1=NC(=NC=C1C#N)NCCNC1=NC=C(C(=N1)C1=CC=C(C=C1)C#N)C=1NC=CN1 (4-amino-2-[(2-{[4-(4-cyanophenyl)-5-imidazolylpyrimidin-2-yl]amino}ethyl)-amino]pyrimidine-5-carbonitrile). RXN SMILES: [NH2:1][C:2]1[C:7]([C:8]#[N:9])=[CH:6][N:5]=[C:4](Cl)[N:3]=1.[NH:11]1[CH:15]=[CH:14][N:13]=[C:12]1[C:16]1[C:17]([C:36]2[CH:41]=[CH:40][C:39]([C:42]#[N:43])=[CH:38][CH:37]=2)=[N:18][C:19]([NH:22][CH2:23][CH2:24][NH:25]C2C=CC(C(F)(F)F)=CN=2)=[N:20][CH:21]=1>>[NH2:1][C:2]1[C:7]([C:8]#[N:9])=[CH:6][N:5]=[C:4]([NH:25][CH2:24][CH2:23][NH:22][C:19]2[N:18]=[C:17]([C:36]3[CH:41]=[CH:40][C:39]([C:42]#[N:43])=[CH:38][CH:37]=3)[C:16]([C:12]3[NH:11][CH:15]=[CH:14][N:13]=3)=[CH:21][N:20]=2)[N:3]=1. Procedure details: 4-amino-2-[(2-{[4-(4-cyanophenyl)-5-imidazolylpyrimidin-2-yl]amino}ethyl)-amino]pyrimidine-5-carbonitrile was prepared from 4-amino-2-chloropyrimidine-5-carbonitrile using the general method for 4-{5-imidazolyl-2-[(2-{[5-(trifluoromethyl)(2-pyridyl)]amino}ethyl)amino]pyrimidin-4-yl}benzenecarbonitrile. The reactants are ClC(=O)N=C=O (chlorocarbonyl isocyanate), NCCCN(S(=O)(=O)C1=CC=CC=C1)C (N-(3-aminopropyl)-N-methylphenylsulphonamide), S1CCC(CC1)=O (tetrahydrothiopyran-4-one), C12(C(=O)CC(CC1)C2(C)C)CS(=O)(=O)O (camphorsulphonic acid). The solvent is C1(=CC=CC=C1)C (toluene). Product: O=C1NC(C2=C(N1CCCN(S(=O)(=O)C1=CC=CC=C1)C)CCSC2)=O (N-[3-(2,4-Dioxo-3,4,7,8-tetrahydro-2H-thiopyrano[4,3-d]pyrimidin-1(5H)-yl)propyl]-N-methylphenylsulphonamide). The yield is 42.2%. RXN SMILES: [NH2:1][CH2:2][CH2:3][CH2:4][N:5]([CH3:15])[S:6]([C:9]1[CH:14]=[CH:13][CH:12]=[CH:11][CH:10]=1)(=[O:8])=[O:7].[S:16]1[CH2:21][CH2:20][C:19](=O)[CH2:18][CH2:17]1.C12(CS(O)(=O)=O)C(C)(C)C(CC1)CC2=O.Cl[C:39]([N:41]=[C:42]=[O:43])=[O:40]>C1(C)C=CC=CC=1>[O:40]=[C:39]1[N:1]([CH2:2][CH2:3][CH2:4][N:5]([CH3:15])[S:6]([C:9]2[CH:14]=[CH:13][CH:12]=[CH:11][CH:10]=2)(=[O:8])=[O:7])[C:19]2[CH2:18][CH2:17][S:16][CH2:21][C:20]=2[C:42](=[O:43])[NH:41]1. Reported procedure: A solution of 0.98 g (4.3 mmol) of N-(3-aminopropyl)-N-methylphenylsulphonamide [preparation according to P. Daetwyler et al., Helv. Chim. Acta, 61, 2646 (1978)], 0.55 g (4.73 mmol) of tetrahydrothiopyran-4-one and a catalytic amount of camphorsulphonic acid in 50 ml of toluene is heated at reflux for 3 hours using a Dean-Stark separator. After cooling to room temperature, the Dean-Stark separator is removed, 0.54 g (5.16 mmol) of chlorocarbonyl isocyanate are added and the mixture is refluxed f... Starting materials: BrCCCCBr (1,4-Dibromobutane), OC(CS(=O)(=O)C=1C=C(C=C(C1OCCC)O)[C@@H]1O[C@H](CC1)C1=CC(=C(C(=C1)OC)OC)OC)C (trans-2-[3-(2-hydroxy-n-propylsulfonyl)-4-n-propoxy-5-hydroxyphenyl]-5-(3,4,5-trimethoxyphenyl)tetrahydrofuran), C([O-])([O-])=O.[K+].[K+] (potassium carbonate). Run in CN(C)C=O (DMF). Run at temperature 70 celsius, time 1.5 hour. Yields the product OC(CS(=O)(=O)C=1C=C(C=C(C1OCCC)OCCCCBr)[C@@H]1O[C@H](CC1)C1=CC(=C(C(=C1)OC)OC)OC)C (trans-2-[3-(2-Hydroxy-n-propylsulfonyl)4-n-propoxy-5-(4-bromobutoxy)phenyl]-5-(3,4,5-trimethoxyphenyl)tetrahydrofuran). RXN SMILES: [Br:1][CH2:2][CH2:3][CH2:4][CH2:5]Br.[OH:7][CH:8]([CH3:41])[CH2:9][S:10]([C:13]1[CH:14]=[C:15]([C@H:24]2[CH2:28][CH2:27][C@H:26]([C:29]3[CH:34]=[C:33]([O:35][CH3:36])[C:32]([O:37][CH3:38])=[C:31]([O:39][CH3:40])[CH:30]=3)[O:25]2)[CH:16]=[C:17]([OH:23])[C:18]=1[O:19][CH2:20][CH2:21][CH3:22])(=[O:12])=[O:11].C(=O)([O-])[O-].[K+].[K+]>CN(C=O)C>[OH:7][CH:8]([CH3:41])[CH2:9][S:10]([C:13]1[CH:14]=[C:15]([C@H:24]2[CH2:28][CH2:27][C@H:26]([C:29]3[CH:30]=[C:31]([O:39][CH3:40])[C:32]([O:37][CH3:38])=[C:33]([O:35][CH3:36])[CH:34]=3)[O:25]2)[CH:16]=[C:17]([O:23][CH2:5][CH2:4][CH2:3][CH2:2][Br:1])[C:18]=1[O:19][CH2:20][CH2:21][CH3:22])(=[O:11])=[O:12] |f:2.3.4|. Reported procedure: 1,4-Dibromobutane (75 uL, 0.63 mmol) was added to a solution of trans-2-[3-(2-hydroxy-n-propylsulfonyl)-4-n-propoxy-5-hydroxyphenyl]-5-(3,4,5-trimethoxyphenyl)tetrahydrofuran (75 mg, 0.15 mmol) in DMF (0.5 mL) containing potassium carbonate (75 mg, 0.54 mmol). The reaction mixture was heated with stirring under nitrogen at 70° C. for 1.5 h, cooled, and partitioned between ethyl ether and water. The ethereal layer was separated and the aqueous layer was re-extracted twice with ether. The organic ... The reactants are C(C=C)(=O)OC1CC(N(C(C1)(C)C)OCCCCCCCCCCCCCCCCCC)(C)C (1-octadecyloxy-2,2,6,6-tetramethylpiperidin-4-yl acrylate), C(CCCCCCCCC(=O)OC1CC(N(C(C1)(C)C)O)(C)C)(=O)OC1CC(N(C(C1)(C)C)O)(C)C (bis(1-hydroxy-2,2,6,6-tetramethylpiperidin-4-yl) sebacate). The product is C(CCCCCCCCC(=O)OC1CC(N(C(C1)(C)C)OCCC(=O)OC1CC(N(C(C1)(C)C)OCCCCCCCCCCCCCCCCCC)(C)C)(C)C)(=O)OC1CC(N(C(C1)(C)C)OCCC(=O)OC1CC(N(C(C1)(C)C)OCCCCCCCCCCCCCCCCCC)(C)C)(C)C (Bis(1-[2-(1-octadecyloxy-2,2,6,6-tetramethylpiperidin-4yloxycarbonyl)ethoxy]-2,2,6,6-tetramethylpiperidin-4-yl) Sebacate). RXN SMILES: [C:1]([O:5][CH:6]1[CH2:11][C:10]([CH3:13])([CH3:12])[N:9]([O:14][CH2:15][CH2:16][CH2:17][CH2:18][CH2:19][CH2:20][CH2:21][CH2:22][CH2:23][CH2:24][CH2:25][CH2:26][CH2:27][CH2:28][CH2:29][CH2:30][CH2:31][CH3:32])[C:8]([CH3:34])([CH3:33])[CH2:7]1)(=[O:4])[CH:2]=[CH2:3].[C:35]([O:59][CH:60]1[CH2:65][C:64]([CH3:67])([CH3:66])[N:63]([OH:68])[C:62]([CH3:70])([CH3:69])[CH2:61]1)(=[O:58])[CH2:36][CH2:37][CH2:38][CH2:39][CH2:40][CH2:41][CH2:42][CH2:43][C:44]([O:46][CH:47]1[CH2:52][C:51]([CH3:54])([CH3:53])[N:50]([OH:55])[C:49]([CH3:57])([CH3:56])[CH2:48]1)=[O:45]>>[C:35]([O:59][CH:60]1[CH2:61][C:62]([CH3:70])([CH3:69])[N:63]([O:68][CH2:3][CH2:2][C:1]([O:5][CH:6]2[CH2:7][C:8]([CH3:33])([CH3:34])[N:9]([O:14][CH2:15][CH2:16][CH2:17][CH2:18][CH2:19][CH2:20][CH2:21][CH2:22][CH2:23][CH2:24][CH2:25][CH2:26][CH2:27][CH2:28][CH2:29][CH2:30][CH2:31][CH3:32])[C:10]([CH3:12])([CH3:13])[CH2:11]2)=[O:4])[C:64]([CH3:67])([CH3:66])[CH2:65]1)(=[O:58])[CH2:36][CH2:37][CH2:38][CH2:39][CH2:40][CH2:41][CH2:42][CH2:43][C:44]([O:46][CH:47]1[CH2:48][C:49]([CH3:56])([CH3:57])[N:50]([O:55][CH2:3][CH2:2][C:1]([O:5][CH:6]2[CH2:7][C:8]([CH3:33])([CH3:34])[N:9]([O:14][CH2:15][CH2:16][CH2:17][CH2:18][CH2:19][CH2:20][CH2:21][CH2:22][CH2:23][CH2:24][CH2:25][CH2:26][CH2:27][CH2:28][CH2:29][CH2:30][CH2:31][CH3:32])[C:10]([CH3:12])([CH3:13])[CH2:11]2)=[O:4])[C:51]([CH3:53])([CH3:54])[CH2:52]1)=[O:45]. Reported procedure: The title compound is prepared from 1-octadecyloxy-2,2,6,6-tetramethylpiperidin-4-yl acrylate and bis(1-hydroxy-2,2,6,6-tetramethylpiperidin-4-yl) sebacate according to the general procedure of Example 2. Reactants: ethylamidoxime, [H-].[Na+] (Sodium hydride), CC=1C(=NC2=CC3=NC4=CC=CC=C4C3=C(C21)C)C(=O)O (3,4-Dimethylpyrrolo[2,3-b]carbazole-2-carboxylic acid), C(=O)(C=1NC=CN1)C=1NC=CN1 (carbonyl diimidazole). Solvent: C1CCOC1 (THF), C1CCOC1 (THF), O1CCCC1 (tetrahydrofuran). Conditions: time 3 hour. Yields the product CC=1C(=NC2=CC3=NC4=CC=CC=C4C3=C(C21)C)C2=NC(=NO2)CC (3,4-Dimethyl-2-(3-ethyl-1,2,4-oxadiazol-5-yl) pyrrolo[2,3-b]carbazole). Isolated yield 26.0%. Reaction SMILES: [CH3:1][C:2]1[C:3]([C:19]([OH:21])=O)=[N:4][C:5]2[C:17]=1[C:16]([CH3:18])=[C:15]1[C:7](=[N:8][C:9]3[C:14]1=[CH:13][CH:12]=[CH:11][CH:10]=3)[CH:6]=2.[C:22]([C:29]1NC=CN=1)([C:24]1[NH:25]C=C[N:28]=1)=O.[H-].[Na+]>O1CCCC1>[CH3:1][C:2]1[C:3]([C:19]2[O:21][N:28]=[C:24]([CH2:22][CH3:29])[N:25]=2)=[N:4][C:5]2[C:17]=1[C:16]([CH3:18])=[C:15]1[C:7](=[N:8][C:9]3[C:14]1=[CH:13][CH:12]=[CH:11][CH:10]=3)[CH:6]=2 |f:2.3|. Procedure: 3,4-Dimethylpyrrolo[2,3-b]carbazole-2-carboxylic acid (0.49 g, 1.76 mmol) and carbonyl diimidazole (0.33 g, 1.94 mmol) were dissolved in freshly distilled tetrahydrofuran (10 ml) in an oven-dried flask under a nitrogen atmosphere and this solution was stirred at room temperature for three hours. Meanwhile, in a second oven-dried flask, ethylamidoxime (0.39 g 4.43 mmol) was dissolved in THF (5 ml). To this was added crushed 3 Å sieves and the mixture was stirred at room temp for 45 min. Sodium hy... Reactants: CC1=C(CO)C=CC=C1[N+](=O)[O-] (2-methyl-3-nitrobenzyl alcohol). Reagents/catalysts: [Pd] (palladium/charcoal). Run in C(C)O (ethanol). Product: NC=1C(=C(CO)C=CC1)C (3-amino-2-methylbenzyl alcohol). Isolated yield 101.4%. RXN SMILES: [CH3:1][C:2]1[C:9]([N+:10]([O-])=O)=[CH:8][CH:7]=[CH:6][C:3]=1[CH2:4][OH:5]>C(O)C.[Pd]>[NH2:10][C:9]1[C:2]([CH3:1])=[C:3]([CH:6]=[CH:7][CH:8]=1)[CH2:4][OH:5]. Procedure details: A solution of 2-methyl-3-nitrobenzyl alcohol (2.0 g, 12 mmol) in ethanol (100 ml) was hydrogenated over 10% palladium/charcoal (0.1 g) for 2 hours, at an initial pressure of 3.5 bar. The solution was filtered through celite and evaporated to give 3-amino-2-methylbenzyl alcohol (1.67 g, quantitative), m.p. 104°-106°